This data is from the Open Reaction Database (ORD), a public repository of structured organic reaction records. The task is: describe an organic reaction: reactants, conditions, products, and yield Starting materials: BrCC(=O)C1=CC=2C(C3=CC(=CC=C3OC2C=C1)C(CBr)=O)=O (2,7-bis(2-bromoacetyl)xanthen-9-one), C(C)NCC (diethylamine). Run in O1CCCC1 (tetrahydrofuran). Run at temperature -20 celsius. Yields the product C(C)N(CC(=O)C1=CC=2C(C3=CC(=CC=C3OC2C=C1)C(CN(CC)CC)=O)=O)CC (2,7-BIS(2-DIETHYLAMINOACETYL)XANTHEN-9-ONE). As a reaction SMILES: Br[CH2:2][C:3]([C:5]1[CH:18]=[CH:17][C:16]2[O:15][C:14]3[C:9](=[CH:10][C:11]([C:19](=[O:22])[CH2:20]Br)=[CH:12][CH:13]=3)[C:8](=[O:23])[C:7]=2[CH:6]=1)=[O:4].[CH2:24]([NH:26][CH2:27][CH3:28])[CH3:25]>O1CCCC1>[CH2:24]([N:26]([CH2:27][CH3:28])[CH2:2][C:3]([C:5]1[CH:18]=[CH:17][C:16]2[O:15][C:14]3[C:9](=[CH:10][C:11]([C:19](=[O:22])[CH2:20][N:26]([CH2:27][CH3:28])[CH2:24][CH3:25])=[CH:12][CH:13]=3)[C:8](=[O:23])[C:7]=2[CH:6]=1)=[O:4])[CH3:25]. Procedure details: To a mixture of 2,7-bis(2-bromoacetyl)xanthen-9-one in tetrahydrofuran is added diethylamine, each cooled to -20°C. The reaction mixture is maintained at -20°C. for 24 hours then allowed to warm slowly to room temperature and then maintained at room temperature for 5 days. The mixture is filtered, and the filtrate evaporated to dryness. The resulting residue is dissolved in dilute HCl, filtered and the filtrate is made alkaline, keeping the temperature of the mixture around 0°C. The mixture is e... Reactants: phase, C(C1=CC=CC=C1)N (benzylamine), O1[C@H](C(=O)O)[C@H]1CCCCCCCCCCCCCCC ((2S,3R)-2,3-epoxyoctadecanoic acid), O1[C@H](C(=O)O)[C@H]1CC ((2S,3R)-2,3-Epoxypentanoic Acid), [OH-].[Na+] (sodium hydroxide), [OH-].[Na+] (sodium hydroxide). The reagents and catalysts are CCCCCCCC[N+](C)(CCCCCCCC)CCCCCCCC.[Cl-] (Aliquat 336). Run in O (water). Conditions: temperature 2.5 celsius. The product is C(C1=CC=CC=C1)N[C@@H](C(=O)O)[C@@H](CCCCCCCCCCCCCCC)O ((2R,3R)-2-Benzylamino-3-hydroxyoctadecanoic Acid). Isolated yield 91.0%. As a reaction SMILES: [O:1]1[C@H:6]([CH2:7][CH2:8][CH2:9][CH2:10][CH2:11][CH2:12][CH2:13][CH2:14][CH2:15][CH2:16][CH2:17][CH2:18][CH2:19][CH2:20][CH3:21])[C@H:2]1[C:3]([OH:5])=[O:4].O1[C@H](CC)[C@H]1C(O)=O.[CH2:30]([NH2:37])[C:31]1[CH:36]=[CH:35][CH:34]=[CH:33][CH:32]=1.[OH-].[Na+]>CCCCCCCC[N+](CCCCCCCC)(CCCCCCCC)C.[Cl-].O>[CH2:30]([NH:37][C@H:2]([C@H:6]([OH:1])[CH2:7][CH2:8][CH2:9][CH2:10][CH2:11][CH2:12][CH2:13][CH2:14][CH2:15][CH2:16][CH2:17][CH2:18][CH2:19][CH2:20][CH3:21])[C:3]([OH:5])=[O:4])[C:31]1[CH:36]=[CH:35][CH:34]=[CH:33][CH:32]=1 |f:3.4,5.6|. Procedure details: To 44.7 g (0.15 mol) of the (2S,3R)-2,3-epoxyoctadecanoic acid (V-2) obtained in (4) above were added 150 ml of water and 1.6 g (4 mmol) of a phase transfer catalyst Aliquat 336 at room temperature, followed by stirring at 2 to 3° C. To the mixture was added dropwise 48.2 g (0.45 mol) of benzylamine (VI), followed by further stirring for about 5 minutes. To the mixture was added 24.0 ml (0.12 mol) of a 5N sodium hydroxide aqueous solution, and the mixture was refluxed for 2 hours and then stirre... The reactants are C(#N)N=C(OC(C)C)C=1C=NC=CC1 (Isopropyl N-cyano-3-pyridinecarboximidate), NC(C1=CC=CC=C1)C1=CC=CC=C1 (aminodiphenylmethane). The solvent is CO (methanol). Reaction conditions: time 1 hour. Yields the product C(#N)NC(=NC(C1=CC=CC=C1)C1=CC=CC=C1)C=1C=NC=CC1 (N-cyano-N'-diphenylmethyl-3-pyridinecarboximidamide). The yield is 57.7%. RXN SMILES: [C:1]([N:3]=[C:4]([C:9]1[CH:10]=[N:11][CH:12]=[CH:13][CH:14]=1)OC(C)C)#[N:2].[NH2:15][CH:16]([C:23]1[CH:28]=[CH:27][CH:26]=[CH:25][CH:24]=1)[C:17]1[CH:22]=[CH:21][CH:20]=[CH:19][CH:18]=1>CO>[C:1]([NH:3][C:4]([C:9]1[CH:10]=[N:11][CH:12]=[CH:13][CH:14]=1)=[N:15][CH:16]([C:17]1[CH:22]=[CH:21][CH:20]=[CH:19][CH:18]=1)[C:23]1[CH:28]=[CH:27][CH:26]=[CH:25][CH:24]=1)#[N:2]. Procedure details: Isopropyl N-cyano-3-pyridinecarboximidate (0.50 g, 2.6 mmol) was dissolved in methanol (10 ml), and aminodiphenylmethane (0.54 g, 2.9 mmol) was added. The mixture was stirred at room temperature for 1 hour. After the reaction was completed, the reaction solution was concentrated under reduced pressure. The residual concentrate thus obtained was subjected to chromatography on a silica gel column (WAKO GEL C-200, 40 g) eluting with chloroform-methanol (100:1). The eluted fractions were concentrate... Starting materials: C1CCOC1, COc1ccc(CO)cn1, CCOC(=O)N=NC(=O)OCC, Oc1ccccc1, c1ccc(P(c2ccccc2)c2ccccc2)cc1. The product is COc1ccc(COc2ccccc2)cn1. Reaction SMILES: [CH2:49]1[O:50][CH2:51][CH2:52][CH2:53]1.[CH3:39][O:40][c:41]1[cH:42][cH:43][c:44]([CH2:47][OH:48])[cH:45][n:46]1.[O:27]=[C:28]([O:29][CH2:30][CH3:31])[N:32]=[N:33][C:34]([O:35][CH2:36][CH3:37])=[O:38].[OH:1][c:2]1[cH:3][cH:4][cH:5][cH:6][cH:7]1.[c:8]1([P:9]([c:10]2[cH:11][cH:12][cH:13][cH:14][cH:15]2)[c:16]2[cH:17][cH:18][cH:19][cH:20][cH:21]2)[cH:22][cH:23][cH:24][cH:25][cH:26]1>>[O:1]([c:2]1[cH:3][cH:4][cH:5][cH:6][cH:7]1)[CH2:47][c:44]1[cH:43][cH:42][c:41]([O:40][CH3:39])[n:46][cH:45]1. The reactants are Cl.C1(CCCC1)OC=1C=C(C=CC1OC(F)F)C1(CCNCC1)C#N (4-(3-cyclopentyloxy-4-difluoromethoxyphenyl)-4-cyanopiperidine Hydrochloride), C([O-])([O-])=O.[K+].[K+] (potassium carbonate), BrCC(=O)OCC (ethyl bromoacetate), O (water). Run in CN(C=O)C (N,N-dimethylformamide). Run at temperature 50 celsius, time 1.5 hour. Product: C(C)OC(CN1CCC(CC1)(C#N)C1=CC(=C(C=C1)OC(F)F)OC1CCCC1)=O (2-(4-(3-cyclopentyloxy-4-difluoromethoxyphenyl)-4-cyanopiperidin-1-yl)acetic Acid Ethyl Ester). Reaction SMILES: Cl.[CH:2]1([O:7][C:8]2[CH:9]=[C:10]([C:18]3([C:24]#[N:25])[CH2:23][CH2:22][NH:21][CH2:20][CH2:19]3)[CH:11]=[CH:12][C:13]=2[O:14][CH:15]([F:17])[F:16])[CH2:6][CH2:5][CH2:4][CH2:3]1.C(=O)([O-])[O-].[K+].[K+].Br[CH2:33][C:34]([O:36][CH2:37][CH3:38])=[O:35].O>CN(C)C=O>[CH2:37]([O:36][C:34](=[O:35])[CH2:33][N:21]1[CH2:20][CH2:19][C:18]([C:10]2[CH:11]=[CH:12][C:13]([O:14][CH:15]([F:17])[F:16])=[C:8]([O:7][CH:2]3[CH2:3][CH2:4][CH2:5][CH2:6]3)[CH:9]=2)([C:24]#[N:25])[CH2:23][CH2:22]1)[CH3:38] |f:0.1,2.3.4|. Procedure: To a solution of the compound prepared in example 1 (19.8 g) in N,N-dimethylformamide (53 ml) were added potassium carbonate (18.4 g) and ethyl bromoacetate (5.89 ml) and the mixture was stirred for 1.5 hours at 50° C. To the reaction mixture was added water (160 ml) and it was extracted by tert-butyl methyl ether (160 ml). The organic layer was washed by water (80 ml×2) and concentrated to give the title compound (23.4 g) having the following physical data. Reactants: CCCCO, Cc1ccc(Cl)c(N)c1, Cl, Oc1ccc(Nc2cc(Cl)ncn2)cc1. Product: Cc1ccc(Cl)c(Nc2cc(Nc3ccc(O)cc3)ncn2)c1. As a reaction SMILES: [CH3:26][CH2:27][CH2:28][CH2:29][OH:30].[Cl:16][c:17]1[c:18]([NH2:19])[cH:20][c:21]([CH3:24])[cH:22][cH:23]1.[ClH:25].[OH:1][c:2]1[cH:3][cH:4][c:5]([NH:6][c:7]2[n:8][cH:9][n:10][c:11]([Cl:13])[cH:12]2)[cH:14][cH:15]1>>[OH:1][c:2]1[cH:3][cH:4][c:5]([NH:6][c:7]2[n:8][cH:9][n:10][c:11]([NH:19][c:18]3[c:17]([Cl:16])[cH:23][cH:22][c:21]([CH3:24])[cH:20]3)[cH:12]2)[cH:14][cH:15]1. Reactants: CC(=O)C.C(Cl)(Cl)(Cl)Cl (acetone CCl4), BrBr (bromine), ClC1=NOC2=C1C=CC(=C2)OC (3-chloro-6-methoxy-1,2-benzisoxazole), BrBr (bromine), N#N (N2). Solvent: C(C)(=O)O (acetic acid), C(C)(=O)O (acetic acid), C(C)(=O)O (acetic acid). Run at time 8 hour. The product is BrC1=C(C=CC=2C(=NOC21)Cl)OC (7-Bromo-3-chloro-6-methoxy-1,2-benzisoxazole). RXN SMILES: [Cl:1][C:2]1[C:6]2[CH:7]=[CH:8][C:9]([O:11][CH3:12])=[CH:10][C:5]=2[O:4][N:3]=1.[Br:13]Br.N#N.CC(C)=O.C(Cl)(Cl)(Cl)Cl>C(O)(=O)C>[Br:13][C:10]1[C:5]2[O:4][N:3]=[C:2]([Cl:1])[C:6]=2[CH:7]=[CH:8][C:9]=1[O:11][CH3:12] |f:3.4|. Reported procedure: To a stirred solution of 3-chloro-6-methoxy-1,2-benzisoxazole (25 g) in acetic acid (200 ml) was added to a solution of bromine (32.6 g) in acetic acid (100 ml) dropwise under N2 at ambient temperature. The mixture was allowed to stir overnight. TLC (silica gel, 5% acetone/CCl4) revealed the presence of starting material. Additional bromine (11 g) in acetic acid (50 ml) was added, and the reaction mixture was allowed to stir overnight. The reaction was filtered and washed with water. The precipi... The reactants are O=C([O-])[O-], CCNC(=O)c1ccc(C)c(-n2ccc3ccc(O)cc3c2=O)c1, CN(C)CCCl, CC(C)=O, Cl, [I-], [K+], [K+], [Na+]. The product is CCNC(=O)c1ccc(C)c(-n2ccc3ccc(OCCN(C)C)cc3c2=O)c1. Reaction SMILES: [C:32](=[O:33])([O-:34])[O-:35].[CH2:1]([CH3:2])[NH:3][C:4]([c:5]1[cH:6][c:7](-[n:12]2[c:13](=[O:23])[c:14]3[cH:15][c:16]([OH:22])[cH:17][cH:18][c:19]3[cH:20][cH:21]2)[c:8]([CH3:11])[cH:9][cH:10]1)=[O:24].[CH3:26][N:27]([CH2:28][CH2:29][Cl:30])[CH3:31].[CH3:40][C:41](=[O:42])[CH3:43].[ClH:25].[I-:39].[K+:36].[K+:37].[Na+:38]>>[CH2:1]([CH3:2])[NH:3][C:4]([c:5]1[cH:6][c:7](-[n:12]2[c:13](=[O:23])[c:14]3[cH:15][c:16]([O:22][CH2:29][CH2:28][N:27]([CH3:26])[CH3:31])[cH:17][cH:18][c:19]3[cH:20][cH:21]2)[c:8]([CH3:11])[cH:9][cH:10]1)=[O:24].